This data is from the Open Reaction Database (ORD), a public repository of structured organic reaction records. The task is: describe an organic reaction: reactants, conditions, products, and yield Reactants: C1COCCO1, C[Si](C)(C)CCOCn1ccc(N)n1, CC1(C)c2cccc(P(c3ccccc3)c3ccccc3)c2Oc2c(P(c3ccccc3)c3ccccc3)cccc21, CCOC(C)=O, Cc1cc(Cl)nc(Cl)n1, [K+], [K+], [K+], O=P([O-])([O-])[O-]. Product: Cc1cc(Nc2ccn(COCC[Si](C)(C)C)n2)nc(Cl)n1. Reaction SMILES: [CH2:80]1[O:81][CH2:82][CH2:83][O:84][CH2:85]1.[CH3:10][Si:11]([CH2:12][CH2:13][O:14][CH2:15][n:16]1[n:17][c:18]([NH2:21])[cH:19][cH:20]1)([CH3:22])[CH3:23].[CH3:24][C:25]1([CH3:26])[c:27]2[cH:28][cH:29][cH:30][c:31]([P:32]([c:33]3[cH:34][cH:35][cH:36][cH:37][cH:38]3)[c:39]3[cH:40][cH:41][cH:42][cH:43][cH:44]3)[c:45]2[O:46][c:47]2[c:48]1[cH:49][cH:50][cH:51][c:52]2[P:53]([c:54]1[cH:55][cH:56][cH:57][cH:58][cH:59]1)[c:60]1[cH:61][cH:62][cH:63][cH:64][cH:65]1.[CH3:74][CH2:75][O:76][C:77](=[O:78])[CH3:79].[Cl:1][c:2]1[n:3][c:4]([CH3:9])[cH:5][c:6]([Cl:8])[n:7]1.[K+:71].[K+:72].[K+:73].[P:66]([O-:67])([O-:68])([O-:69])=[O:70]>>[Cl:1][c:2]1[n:3][c:4]([CH3:9])[cH:5][c:6]([NH:21][c:18]2[n:17][n:16]([CH2:15][O:14][CH2:13][CH2:12][Si:11]([CH3:10])([CH3:22])[CH3:23])[cH:20][cH:19]2)[n:7]1. Starting materials: CCOC(=O)CC(C)=O, CCO, [Na], BrCCc1ccccc1. As a reaction SMILES: [C:2]([CH2:3][C:4](=[O:5])[CH3:6])([O:7][CH2:8][CH3:9])=[O:10].[CH3:20][CH2:21][OH:22].[Na:1].[c:11]1([CH2:17][CH2:18][Br:19])[cH:12][cH:13][cH:14][cH:15][cH:16]1>>[CH2:3]([C:4](=[O:5])[CH3:6])[CH2:18][CH2:17][c:11]1[cH:12][cH:13][cH:14][cH:15][cH:16]1. Product: CC(=O)CCCc1ccccc1.